Dataset: the Open Reaction Database (ORD), a public repository of structured organic reaction records. Task: describe an organic reaction: reactants, conditions, products, and yield The reactants are BrC1=NC=C(C=C1)CBr (2-bromo-5-pyridylmethyl bromide), C(CN)N (ethylenediamine). Solvent: C(C)#N (acetonitrile). Product: BrC1=NC=C(C=C1)CNCCN (N-(2-bromo-5-pyridylmethyl)ethylenediamine). Isolated yield 96.0%. RXN SMILES: [Br:1][C:2]1[CH:7]=[CH:6][C:5]([CH2:8]Br)=[CH:4][N:3]=1.[CH2:10]([NH2:13])[CH2:11][NH2:12]>C(#N)C>[Br:1][C:2]1[CH:7]=[CH:6][C:5]([CH2:8][NH:12][CH2:11][CH2:10][NH2:13])=[CH:4][N:3]=1. Reported procedure: 2-bromo-5-pyridylmethyl bromide (25 g) in a solution of acentonitrile was added dropwise to a solution of ethylenediamine (30 g) in acetonitrile (80 ml) at 0° C. After the reaction was stirred at room temperature for some time, the produced insoluble salts were filtrated off and then the filtrate was concentrated on a water bath at 40° C. to give N-(2-bromo-5-pyridylmethyl)ethylenediamine (22 g). Reactants: C(#N)[C@H](CC1=CC=C(C=C1)I)NC(=O)C1(CCOCC1)NC(OC(C)(C)C)=O ((S)-tert-Butyl 4-(1-cyano-2-(4-iodophenyl)ethylcarbamoyl)tetrahydro-2H-pyran-4-ylcarbamate), COC1=CC=C(C=C1)B(O)O (4-methoxyphenylboronic acid), bis(bi-tert-butylphosphino)ferrocene palladium dichloride, C(C)(=O)[O-].[K+] (potassium acetate). Run in C(C)#N (acetonitrile). Reaction conditions: temperature 75 celsius, time 18 hour. Yields the product C(#N)[C@H](CC1=CC=C(C=C1)C1=CC=C(C=C1)OC)NC(=O)C1(CCOCC1)NC(OC(C)(C)C)=O ((S)-tert-Butyl 4-(1-cyano-2-(4′-methoxybiphenyl-4-yl)ethylcarbamoyl)tetrahydro-2H-pyran-4-ylcarbamate). Yield: 39.6%. RXN SMILES: [C:1]([C@@H:3]([NH:12][C:13]([C:15]1([NH:21][C:22](=[O:28])[O:23][C:24]([CH3:27])([CH3:26])[CH3:25])[CH2:20][CH2:19][O:18][CH2:17][CH2:16]1)=[O:14])[CH2:4][C:5]1[CH:10]=[CH:9][C:8](I)=[CH:7][CH:6]=1)#[N:2].[CH3:29][O:30][C:31]1[CH:36]=[CH:35][C:34](B(O)O)=[CH:33][CH:32]=1.C([O-])(=O)C.[K+]>C(#N)C>[C:1]([C@@H:3]([NH:12][C:13]([C:15]1([NH:21][C:22](=[O:28])[O:23][C:24]([CH3:27])([CH3:26])[CH3:25])[CH2:20][CH2:19][O:18][CH2:17][CH2:16]1)=[O:14])[CH2:4][C:5]1[CH:10]=[CH:9][C:8]([C:34]2[CH:35]=[CH:36][C:31]([O:30][CH3:29])=[CH:32][CH:33]=2)=[CH:7][CH:6]=1)#[N:2] |f:2.3|. Reported procedure: (S)-tert-Butyl 4-(1-cyano-2-(4-iodophenyl)ethylcarbamoyl)tetrahydro-2H-pyran-4-ylcarbamate (Example 15, step (i), 317 mg) in acetonitrile (5 mL) under nitrogen was treated with 4-methoxyphenylboronic acid (96 mg) followed by an aqueous solution of potassium acetate (2M, 0.65 mL) and 1,1 bis(bi-tert-butylphosphino)ferrocene palladium dichloride (8 mg). The reaction mixture was stirred at 75° C. for 18 h and then evaporated, dissolved in dichloromethane and absorbed onto silica. Purification by ch... Yields the product Cc1ccc2c(N3CCN(C(=O)Cc4cccc(-n5cccn5)c4)CC3)cccc2n1. Reactants: Cc1ccc2c(N3CCN(CCc4cccc(N)c4)CC3)cccc2n1, CN(C)C=O, On1nnc2ccccc21, O=C(O)Cc1cccc(-n2cccn2)c1. As a reaction SMILES: [CH3:11][c:12]1[n:13][c:14]2[cH:15][cH:16][cH:17][c:18]([N:22]3[CH2:23][CH2:24][N:25]([CH2:28][CH2:29][c:30]4[cH:31][c:32]([NH2:36])[cH:33][cH:34][cH:35]4)[CH2:26][CH2:27]3)[c:19]2[cH:20][cH:21]1.[CH3:52][N:53]([CH3:54])[CH:55]=[O:56].[OH:1][n:2]1[c:3]2[c:4]([cH:5][cH:6][cH:7][cH:8]2)[n:9][n:10]1.[n:37]1(-[c:42]2[cH:43][c:44]([CH2:48][C:49](=[O:50])[OH:51])[cH:45][cH:46][cH:47]2)[n:38][cH:39][cH:40][cH:41]1>>[CH3:11][c:12]1[n:13][c:14]2[cH:15][cH:16][cH:17][c:18]([N:22]3[CH2:23][CH2:24][N:25]([C:49]([CH2:48][c:44]4[cH:43][c:42](-[n:37]5[n:38][cH:39][cH:40][cH:41]5)[cH:47][cH:46][cH:45]4)=[O:51])[CH2:26][CH2:27]3)[c:19]2[cH:20][cH:21]1. The reactants are C(C)OC=1C=C(CC=2C(=NC(=NC2)N)N)C=C(C1I)OCC (5-(3,5-Diethoxy-4-iodo-benzyl)-pyrimidine-2,4-diamine), 2,6-dimethyl-4-trimethyltin pyridine, C(C)(C)(C)C1=C(C(=CC(=C1)C)C(C)(C)C)O (2,6-di-tert-butyl-4-methylphenol), [NH4+].[OH-] (NH4OH). Reagents/catalysts: Cl[Pd]([P](C1=CC=CC=C1)(C2=CC=CC=C2)C3=CC=CC=C3)([P](C4=CC=CC=C4)(C5=CC=CC=C5)C6=CC=CC=C6)Cl (bis(triphenyl-phosphine)palladium dichloride). Run in CN(C=O)C (dimethylformamide). Conditions: temperature 140 celsius, time 24 hour. Yields the product CC1=NC(=CC(=C1)C1=C(C=C(CC=2C(=NC(=NC2)N)N)C=C1OCC)OCC)C (5-[4-(2,6-dimethyl-pyridin-4-yl)-3,5-diethoxy-benzyl]-pyrimidine-2,4-diamine). The yield is 6.6%. Reaction SMILES: [CH2:1]([O:3][C:4]1[CH:5]=[C:6]([CH:16]=[C:17]([O:20][CH2:21][CH3:22])[C:18]=1I)[CH2:7][C:8]1[C:9]([NH2:15])=[N:10][C:11]([NH2:14])=[N:12][CH:13]=1)[CH3:2].[C:23]([C:27]1C=[C:31](C)[CH:30]=[C:29](C(C)(C)C)[C:28]=1O)(C)(C)[CH3:24].[NH4+:39].[OH-]>CN(C)C=O.Cl[Pd](Cl)([P](C1C=CC=CC=1)(C1C=CC=CC=1)C1C=CC=CC=1)[P](C1C=CC=CC=1)(C1C=CC=CC=1)C1C=CC=CC=1>[CH3:24][C:23]1[CH:27]=[C:28]([C:18]2[C:4]([O:3][CH2:1][CH3:2])=[CH:5][C:6]([CH2:7][C:8]3[C:9]([NH2:15])=[N:10][C:11]([NH2:14])=[N:12][CH:13]=3)=[CH:16][C:17]=2[O:20][CH2:21][CH3:22])[CH:29]=[C:30]([CH3:31])[N:39]=1 |f:2.3,^1:48,67|. Reported procedure: 5-(3,5-Diethoxy-4-iodo-benzyl)-pyrimidine-2,4-diamine (example 1) (414 mg; 1 mmol), 2,6-dimethyl-4-trimethyltin-pyridine (404 mg; 1.5 mmol), bis(triphenyl-phosphine)palladium dichloride (20 mg) and a few crystals of 2,6-di-tert-butyl-4-methylphenol are dissolved in dimethylformamide (5 ml) and the solution is stirred for 24 hours at 140° C. while gassing with argon. The reaction mixture is concentrated, a little water is added to the residue obtained, the pH is adjusted to 8 by addition of NH4OH... Starting materials: ON1N=NC2=C1C=CC=C2 (1-hydroxybenzotriazole), Cl.CN(CCCN=C=NCC)C (1-(3-dimethylaminopropyl)-3-ethylcarbodiimide hydrochloride), O.N (ammonia water), ClC=1SC=C(N1)C(=O)O (2-chlorothiazole-4-carboxylic acid). The solvent is O (Water), ClCCl (dichloromethane). Run at time 46 hour. The product is ClC=1SC=C(N1)C(=O)N (2-chlorothiazole-4-carboxamide). Isolated yield 95.5%. Reaction SMILES: O[N:2]1C2C=CC=CC=2N=N1.Cl.CN(C)CCCN=C=NCC.O.N.[Cl:25][C:26]1[S:27][CH:28]=[C:29]([C:31]([OH:33])=O)[N:30]=1>O.ClCCl>[Cl:25][C:26]1[S:27][CH:28]=[C:29]([C:31]([NH2:2])=[O:33])[N:30]=1 |f:1.2,3.4|. Procedure: 1-hydroxybenzotriazole (0.56 g, 3.7 mmol), 1-(3-dimethylaminopropyl)-3-ethylcarbodiimide hydrochloride (WSC) (0.7 g, 3.7 mmol) and ammonia water (28%, 0.5 ml)) were added to a dichloromethane solution (10 ml) of 2-chlorothiazole-4-carboxylic acid (0.5 g, 3.06 mmol) and the mixture was stirred at room temperature for 46 hours. Water was added to the reaction solution, which was then extracted with ethyl acetate. The extraction solution with ethyl acetate was dried over magnesium sulfate and conce... The reactants are CCSC(=C[N+](=O)[O-])CC, O=CO, OO. Product: CCC(=C[N+](=O)[O-])S(=O)CC. RXN SMILES: [CH2:3]([CH3:4])[S:5][C:6](=[CH:7][N+:8](=[O:9])[O-:10])[CH2:11][CH3:12].[CH:13]([OH:14])=[O:15].[OH:1][OH:2]>>[O:1]=[S:5]([CH2:3][CH3:4])[C:6](=[CH:7][N+:8](=[O:9])[O-:10])[CH2:11][CH3:12].